This data is from the Open Reaction Database (ORD), a public repository of structured organic reaction records. The task is: describe an organic reaction: reactants, conditions, products, and yield The reactants are C(C)OC(C=C(OCC)N)=O (β-amino-β-ethoxyacrylic acid ethyl ester), ClC1=C(CNN)C=CC(=C1)Cl (2,4-dichlorobenzylhydrazine), compound. Product: NC=1NN(C(C1)=O)CC1=C(C=C(C=C1)Cl)Cl (3-Amino-1-(2,4-dichlorobenzyl)-pyrazol-5-one). RXN SMILES: C([O:3][C:4](=O)[CH:5]=[C:6]([NH2:10])OCC)C.[Cl:12][C:13]1[CH:21]=[C:20]([Cl:22])[CH:19]=[CH:18][C:14]=1[CH2:15][NH:16][NH2:17]>>[NH2:10][C:6]1[NH:17][N:16]([CH2:15][C:14]2[CH:18]=[CH:19][C:20]([Cl:22])=[CH:21][C:13]=2[Cl:12])[C:4](=[O:3])[CH:5]=1. Procedure: From 17.5 g of β-amino-β-ethoxyacrylic acid ethyl ester and 20.2 g of 2,4-dichlorobenzylhydrazine analogously to the procedure described in Example 45, 11 g of the compound identified above, as colorless crystals of melting point 189°, corresponding to 40% of theory, are obtained. Starting materials: NC1=NC(=CC=C1)C (2-amino-6-picoline), N1=CC=CC=C1 (pyridine), ClC(=O)OC1=CC=CC=C1 (Phenyl chloroformate), O (Water). The solvent is C1CCOC1 (THF), C(C)(=O)OCC (ethyl acetate). Conditions: time 30 minute. Product: CC1=CC=CC(=N1)NC(OC1=CC=CC=C1)=O (phenyl (6-methylpyridin-2-yl)carbamate). Isolated yield 52.4%. RXN SMILES: Cl[C:2]([O:4][C:5]1[CH:10]=[CH:9][CH:8]=[CH:7][CH:6]=1)=[O:3].[NH2:11][C:12]1[CH:17]=[CH:16][CH:15]=[C:14]([CH3:18])[N:13]=1.N1C=CC=CC=1.O>C1COCC1.C(OCC)(=O)C>[CH3:18][C:14]1[N:13]=[C:12]([NH:11][C:2](=[O:3])[O:4][C:5]2[CH:10]=[CH:9][CH:8]=[CH:7][CH:6]=2)[CH:17]=[CH:16][CH:15]=1. Procedure: Phenyl chloroformate (232 mL, 1.84 mol) was added dropwise (1.5 h) to a cooled (0° C.) solution of 2-amino-6-picoline (200 g, 1.84 mol) and pyridine (448 mL, 5.55 mol) in THF (1.6 L). The reaction was stirred, with continued cooling for 15 h. Water (500 mL) was added slowly (30 min) and then the mixture was diluted with ethyl acetate (2 L). The layers were separated and the organic layer was washed with 1 N hydrochloric acid (3×1 L), 1 N aqueous sodium hydroxide solution (500 mL) and brine (500 ...